The task is: describe an organic reaction: reactants, conditions, products, and yield. This data is from the Open Reaction Database (ORD), a public repository of structured organic reaction records. Reactants: O=C([O-])O, CO, CC(=O)c1ccc2nnc(Cc3c(F)cc4ncccc4c3F)n2n1, NNC(N)=O, [Na+]. The product is CC(=NNC(N)=O)c1ccc2nnc(Cc3c(F)cc4ncccc4c3F)n2n1. Reaction SMILES: [C:31](=[O:32])([OH:33])[O-:34].[CH3:36][OH:37].[F:1][c:2]1[c:3]2[cH:4][cH:5][cH:6][n:7][c:8]2[cH:9][c:10]([F:25])[c:11]1[CH2:12][c:13]1[n:14][n:15][c:16]2[n:17]1[n:18][c:19]([C:22]([CH3:23])=[O:24])[cH:20][cH:21]2.[NH2:26][NH:27][C:28]([NH2:29])=[O:30].[Na+:35]>>[F:1][c:2]1[c:3]2[cH:4][cH:5][cH:6][n:7][c:8]2[cH:9][c:10]([F:25])[c:11]1[CH2:12][c:13]1[n:14][n:15][c:16]2[n:17]1[n:18][c:19]([C:22]([CH3:23])=[N:26][NH:27][C:28]([NH2:29])=[O:30])[cH:20][cH:21]2. The reactants are C1CCOC1, CC(C)(C)[O-], C[P+](c1ccccc1)(c1ccccc1)c1ccccc1, COC(=O)c1cc2c(C=O)cccc2s1, [I-], [K+]. As a reaction SMILES: [CH2:43]1[O:44][CH2:45][CH2:46][CH2:47]1.[CH3:22][C:23]([CH3:24])([O-:25])[CH3:26].[CH3:2][P+:3]([c:4]1[cH:5][cH:6][cH:7][cH:8][cH:9]1)([c:10]1[cH:11][cH:12][cH:13][cH:14][cH:15]1)[c:16]1[cH:17][cH:18][cH:19][cH:20][cH:21]1.[CH:28](=[O:29])[c:30]1[cH:31][cH:32][cH:33][c:34]2[s:35][c:36]([C:39](=[O:40])[O:41][CH3:42])[cH:37][c:38]12.[I-:1].[K+:27]>>[CH2:2]=[CH:28][c:30]1[cH:31][cH:32][cH:33][c:34]2[s:35][c:36]([C:39](=[O:40])[O:41][CH3:42])[cH:37][c:38]12. Product: C=Cc1cccc2sc(C(=O)OC)cc12. Reactants: O=C([O-])[O-], CN(C)C=O, ClCCN1CCCCC1, [K+], [K+], Oc1ccccc1. Product: Cl, c1ccc(OCCN2CCCCC2)cc1. Reaction SMILES: [C:17](=[O:18])([O-:19])[O-:20].[CH3:23][N:24]([CH3:25])[CH:26]=[O:27].[Cl:8][CH2:9][CH2:10][N:11]1[CH2:12][CH2:13][CH2:14][CH2:15][CH2:16]1.[K+:21].[K+:22].[OH:1][c:2]1[cH:3][cH:4][cH:5][cH:6][cH:7]1>>[ClH:8].[O:1]([c:2]1[cH:3][cH:4][cH:5][cH:6][cH:7]1)[CH2:9][CH2:10][N:11]1[CH2:12][CH2:13][CH2:14][CH2:15][CH2:16]1. The reactants are C(C)OCC.CCCCCC (diethyl ether hexane), [H-].[Na+] (NaH), C(CC)N=C=S (n-propylisothiocyanate), ClCC(=O)NC1=CC=CC=C1 (2-chloro-N-phenyl-acetamide). Solvent: CN(C)C=O (DMF). Reaction conditions: time 2 hour. Yields the product C1(=CC=CC=C1)N1/C(/SCC1=O)=N/CCC (3-phenyl-2-[(Z)-propylimino]-thiazolidin-4-one). As a reaction SMILES: [H-].[Na+].[CH2:3]([N:6]=[C:7]=[S:8])[CH2:4][CH3:5].Cl[CH2:10][C:11]([NH:13][C:14]1[CH:19]=[CH:18][CH:17]=[CH:16][CH:15]=1)=[O:12].C(OCC)C.CCCCCC>CN(C=O)C>[C:14]1([N:13]2[C:11](=[O:12])[CH2:10][S:8]/[C:7]/2=[N:6]\[CH2:3][CH2:4][CH3:5])[CH:19]=[CH:18][CH:17]=[CH:16][CH:15]=1 |f:0.1,4.5|. Procedure details: At rt, NaH (154 mg of 55% dispersion in mineral oil, 3.54 mmol) is added in portions to a solution of n-propylisothiocyanate (596 mg, 5.90 mmol) and the above 2-chloro-N-phenyl-acetamide (1000 mg, 5.90 mmol) in DMF (30 mL). Stirring is continued for 2 h after completion of the addition. The mixture is poured onto EA (150 mL) and is extracted twice with 1 N aq. HCl (200 mL). The aq. layer is neutralised by adding 3 N NaOH followed by sat. aq. NaHCO3, and extracted twice with EA (200 mL). The orga...